Dataset: the Open Reaction Database (ORD), a public repository of structured organic reaction records. Task: describe an organic reaction: reactants, conditions, products, and yield Starting materials: CCCc1c(CNC)ccc2ccccc12, CNCc1sc2ccccc2c1C, CN1CC(=O)Nc2ncc(C=CC(=O)O)cc2C1, Cl, Cl, O=C(O)C=Cc1cnc2c(c1)CN(CCN1CCOCC1)CC(=O)N2. The product is Cc1c(CN(C)C(=O)C=Cc2cnc3c(c2)CN(CCN2CCOCC2)CC(=O)N3)sc2ccccc12, Cl. RXN SMILES: [CH3:14][NH:15][CH2:16][c:17]1[cH:18][cH:19][c:20]2[c:21]([cH:22][cH:23][cH:24][cH:25]2)[c:26]1[CH2:27][CH2:28][CH3:29].[CH3:1][NH:2][CH2:3][c:4]1[c:5]([CH3:13])[c:6]2[c:7]([s:8]1)[cH:9][cH:10][cH:11][cH:12]2.[CH3:57][N:58]1[CH2:59][c:60]2[cH:61][c:62]([CH:63]=[CH:64][C:65]([OH:66])=[O:67])[cH:68][n:69][c:70]2[NH:71][C:72](=[O:73])[CH2:74]1.[ClH:30].[ClH:56].[O:31]1[CH2:32][CH2:33][N:34]([CH2:37][CH2:38][N:39]2[CH2:40][C:41](=[O:55])[NH:42][c:43]3[c:44]([cH:46][c:47]([CH:50]=[CH:51][C:52](=[O:53])[OH:54])[cH:48][n:49]3)[CH2:45]2)[CH2:35][CH2:36]1>>[CH3:1][N:2]([CH2:3][c:4]1[c:5]([CH3:13])[c:6]2[c:7]([s:8]1)[cH:9][cH:10][cH:11][cH:12]2)[C:52]([CH:51]=[CH:50][c:47]1[cH:46][c:44]2[c:43]([n:49][cH:48]1)[NH:42][C:41](=[O:55])[CH2:40][N:39]([CH2:38][CH2:37][N:34]1[CH2:33][CH2:32][O:31][CH2:36][CH2:35]1)[CH2:45]2)=[O:53].[ClH:30]. Starting materials: CC(=O)NC1CCNC1, O=C(O)c1cn(-c2ccncc2F)c2cc(F)c(F)cc2c1=O, C1CCC2=NCCCN2CC1, c1ccncc1. Yields the product CC(=O)NC1CCN(c2cc3c(cc2F)c(=O)c(C(=O)O)cn3-c2ccncc2F)C1. RXN SMILES: [C:24]([CH3:25])(=[O:26])[NH:27][CH:28]1[CH2:29][NH:30][CH2:31][CH2:32]1.[F:1][c:2]1[cH:3][n:4][cH:5][cH:6][c:7]1-[n:8]1[cH:9][c:10]([C:21](=[O:22])[OH:23])[c:11](=[O:20])[c:12]2[cH:13][c:14]([F:19])[c:15]([F:18])[cH:16][c:17]12.[N:33]12[CH2:34][CH2:35][CH2:36][N:37]=[C:38]1[CH2:39][CH2:40][CH2:41][CH2:42][CH2:43]2.[cH:44]1[cH:45][cH:46][n:47][cH:48][cH:49]1>>[F:1][c:2]1[cH:3][n:4][cH:5][cH:6][c:7]1-[n:8]1[cH:9][c:10]([C:21](=[O:22])[OH:23])[c:11](=[O:20])[c:12]2[cH:13][c:14]([F:19])[c:15]([N:30]3[CH2:29][CH:28]([NH:27][C:24]([CH3:25])=[O:26])[CH2:32][CH2:31]3)[cH:16][c:17]12. The reactants are C1CCCCC1, CCOC(C)=O, [Cl-], [NH3+]O, O=C1CC(c2ccccc2)c2ccccc21, c1ccncc1. Yields the product ON=C1CC(c2ccccc2)c2ccccc21. As a reaction SMILES: [CH2:26]1[CH2:27][CH2:28][CH2:29][CH2:30][CH2:31]1.[CH3:32][CH2:33][O:34][C:35](=[O:36])[CH3:37].[Cl-:17].[OH:18][NH3+:19].[c:1]1([CH:7]2[CH2:8][C:9](=[O:16])[c:10]3[cH:11][cH:12][cH:13][cH:14][c:15]32)[cH:2][cH:3][cH:4][cH:5][cH:6]1.[cH:20]1[cH:21][cH:22][n:23][cH:24][cH:25]1>>[c:1]1([CH:7]2[CH2:8][C:9](=[N:19][OH:18])[c:10]3[cH:11][cH:12][cH:13][cH:14][c:15]32)[cH:2][cH:3][cH:4][cH:5][cH:6]1. Reactants: FC1=C(OC=2C=C3C=NN(C3=CC2C(=O)O)C)C=CC(=C1)[N+](=O)[O-] (5-(2-fluoro-4-nitrophenoxy)-1-methyl-1H-indazole-6-carboxylic acid), C1(=CC=CC=C1)P(=O)(C1=CC=CC=C1)N=[N+]=[N-] (diphenyl phosphoryl azide), TEA, C(C)(C)(C)O (tert-butanol), CC(=O)C (acetone). The product is FC1=C(OC=2C=C3C=NN(C3=CC2NC(OC(C)(C)C)=O)C)C=CC(=C1)[N+](=O)[O-] (tert-Butyl 5-(2-fluoro-4-nitrophenoxy)-1-methyl-1H-indazol-6-ylcarbamate). Isolated yield 47.9%. As a reaction SMILES: [F:1][C:2]1[CH:21]=[C:20]([N+:22]([O-:24])=[O:23])[CH:19]=[CH:18][C:3]=1[O:4][C:5]1[CH:6]=[C:7]2[C:11](=[CH:12][C:13]=1C(O)=O)[N:10]([CH3:17])[N:9]=[CH:8]2.C1(P([N:39]=[N+]=[N-])(C2C=CC=CC=2)=O)C=CC=CC=1.C[C:43](C)=[O:44].[C:46]([OH:50])([CH3:49])([CH3:48])[CH3:47]>>[F:1][C:2]1[CH:21]=[C:20]([N+:22]([O-:24])=[O:23])[CH:19]=[CH:18][C:3]=1[O:4][C:5]1[CH:6]=[C:7]2[C:11](=[CH:12][C:13]=1[NH:39][C:43](=[O:44])[O:50][C:46]([CH3:49])([CH3:48])[CH3:47])[N:10]([CH3:17])[N:9]=[CH:8]2. Reported procedure: The suspension of 5-(2-fluoro-4-nitrophenoxy)-1-methyl-1H-indazole-6-carboxylic acid (1.1 g, 3.3 mmol), diphenyl phosphoryl azide (0.91 g, 3.3 mmol), TEA (0.33 g, 3.3 mmol) and 4 Å molecular sieve (2.5 g) in tert-butanol (50 mL) is heated at reflux overnight. Then the solid is filtered off and the filtrate is concentrated. The residue is partitioned between saturated aqueous sodium chloride (40 mL) and EtOAc (100 mL). The organic phase is separated, dried and concentrated and the residue is puri...